Dataset: the Open Reaction Database (ORD), a public repository of structured organic reaction records. Task: describe an organic reaction: reactants, conditions, products, and yield Starting materials: C(=O)[O-].[NH4+] (Ammonium formate), BrC=1N=NC(=CC1)OCC=1C(=NOC1C)C1=CC=CC=C1 (3-bromo-6-(5-methyl-3-phenyl-isoxazol-4-ylmethoxy)-pyridazine), C(=O)[O-].[NH4+] (ammonium formate). Reagents/catalysts: [Pd] (palladium on charcoal). Run in C(C)O (ethanol). Reaction conditions: temperature 40 celsius, time 16 hour. Product: CC1=C(C(=NO1)C1=CC=CC=C1)COC=1N=NC=CC1 (3-(5-Methyl-3-phenyl-isoxazol-4-ylmethoxy)-pyridazine). The yield is 37.4%. RXN SMILES: C([O-])=O.[NH4+].Br[C:6]1[N:7]=[N:8][C:9]([O:12][CH2:13][C:14]2[C:15]([C:20]3[CH:25]=[CH:24][CH:23]=[CH:22][CH:21]=3)=[N:16][O:17][C:18]=2[CH3:19])=[CH:10][CH:11]=1>C(O)C.[Pd]>[CH3:19][C:18]1[O:17][N:16]=[C:15]([C:20]2[CH:21]=[CH:22][CH:23]=[CH:24][CH:25]=2)[C:14]=1[CH2:13][O:12][C:9]1[N:8]=[N:7][CH:6]=[CH:11][CH:10]=1 |f:0.1|. Procedure: Ammonium formate (0.20 g, 3.2 mmol) was added to a solution of 3-bromo-6-(5-methyl-3-phenyl-isoxazol-4-ylmethoxy)-pyridazine (0.54 g, 1.6 mmol) in ethanol (8 mL). The reaction flask was flushed with argon. Palladium on charcoal (10%, 0.05 g) was added and the mixture was heated to 40° C. After 16 h, additional ammonium formate (0.20 g, 3.2 mmol) and palladium on charcoal (10%, 0.05 g) was added and the mixture was heated to 40° C. for another 24 h. The mixture was filtered, concentrated and extr... Reactants: C(CC)N(C(=O)/C=C(/C(=O)O)\C)CCC ((E)-3-dipropylcarbamoyl-2-methylacrylic acid). The reagents and catalysts are [Pd] (palladium on carbon). The solvent is O1CCCC1 (tetrahydrofuran). Reaction conditions: time 18 hour. The product is C(CC)N(C(CC(C(=O)O)C)=O)CCC (N,N-dipropyl 2-methylsuccinamic acid). Isolated yield 66.2%. As a reaction SMILES: [CH2:1]([N:4]([CH2:13][CH2:14][CH3:15])[C:5](/[CH:7]=[C:8](\[CH3:12])/[C:9]([OH:11])=[O:10])=[O:6])[CH2:2][CH3:3]>[Pd].O1CCCC1>[CH2:13]([N:4]([CH2:1][CH2:2][CH3:3])[C:5](=[O:6])[CH2:7][CH:8]([CH3:12])[C:9]([OH:11])=[O:10])[CH2:14][CH3:15]. Reported procedure: Add 40% palladium on carbon (0.064 g) to a solution of (E)-3-dipropylcarbamoyl-2-methylacrylic acid (0.20 g, 0.94 mmol) in tetrahydrofuran (20 mL). Hydrogenate at 60 psi for 18 hours. Filter through a filtering agent and concentrate filtrate under reduced pressure. Subject residue to silica gel chromatography, eluting with dichloromethane containing 10-40% of 5% (2:1 methanol:acetic acid) in dichloromethane to provide the title compound (0.134 g, 66.4%). The reactants are CC(=O)Nc1ccc(S(=O)(=O)Cl)c(C)c1, C1CCNC1, CC(C)=O, Cl, [Na+], [OH-]. Product: CC(=O)Nc1ccc(S(=O)(=O)N2CCCC2)c(C)c1. RXN SMILES: [C:1]([CH3:2])(=[O:3])[NH:4][c:5]1[cH:6][c:7]([CH3:15])[c:8]([S:11](=[O:12])(=[O:13])[Cl:14])[cH:9][cH:10]1.[CH2:16]1[CH2:17][CH2:18][NH:19][CH2:20]1.[CH3:24][C:25](=[O:26])[CH3:27].[ClH:21].[Na+:23].[OH-:22]>>[C:1]([CH3:2])(=[O:3])[NH:4][c:5]1[cH:6][c:7]([CH3:15])[c:8]([S:11](=[O:12])(=[O:13])[N:19]2[CH2:18][CH2:17][CH2:16][CH2:20]2)[cH:9][cH:10]1. The reactants are CCC1(CC)C(=O)N(CC(=O)OC)C1SC, C[O-], CCC1(CC)C(=O)N(C(CCCC(F)CCc2ccccc2)C(=O)O)C1SC, OCCCCCCc1ccc(F)cc1, [Na+], c1ccccc1. Yields the product CCC1(CC)C(=O)N(C(CCCC(F)CCc2ccccc2)C(N)=O)C1SC. RXN SMILES: [CH2:1]([C:2]1([CH2:3][CH3:4])[CH:6]([S:7][CH3:8])[N:5]([CH2:9][C:10]([O:11][CH3:12])=[O:13])[C:14]1=[O:15])[CH3:16].[CH3:59][O-:60].[F:17][CH:18]([CH2:19][CH2:20][CH2:21][CH:22]([C:23](=[O:24])[OH:25])[N:26]1[C:27](=[O:36])[C:28]([CH2:32][CH3:33])([CH2:34][CH3:35])[CH:29]1[S:30][CH3:31])[CH2:37][CH2:38][c:39]1[cH:40][cH:41][cH:42][cH:43][cH:44]1.[F:45][c:46]1[cH:47][cH:48][c:49]([CH2:50][CH2:51][CH2:52][CH2:53][CH2:54][CH2:55][OH:56])[cH:57][cH:58]1.[Na+:61].[cH:62]1[cH:63][cH:64][cH:65][cH:66][cH:67]1>>[NH2:5][C:23]([CH:22]([CH2:21][CH2:20][CH2:19][CH:18]([F:17])[CH2:37][CH2:38][c:39]1[cH:40][cH:41][cH:42][cH:43][cH:44]1)[N:26]1[C:27](=[O:36])[C:28]([CH2:32][CH3:33])([CH2:34][CH3:35])[CH:29]1[S:30][CH3:31])=[O:24]. Yields the product CN(c1ccccc1)c1cc(N2CCN(C(=O)c3ccccc3)CC2)ccc1[N+](=O)[O-]. As a reaction SMILES: [C:1]([c:2]1[cH:3][cH:4][cH:5][cH:6][cH:7]1)(=[O:8])[N:9]1[CH2:10][CH2:11][N:12]([c:15]2[cH:16][cH:17][c:18]([N+:28](=[O:29])[O-:30])[c:19]([NH:21][c:22]3[cH:23][cH:24][cH:25][cH:26][cH:27]3)[cH:20]2)[CH2:13][CH2:14]1.[CH3:31][I:32].[Na+:34].[O:36]=[CH:37][N:38]([CH3:39])[CH3:40].[OH-:33].[OH2:35]>>[C:1]([c:2]1[cH:3][cH:4][cH:5][cH:6][cH:7]1)(=[O:8])[N:9]1[CH2:10][CH2:11][N:12]([c:15]2[cH:16][cH:17][c:18]([N+:28](=[O:29])[O-:30])[c:19]([N:21]([c:22]3[cH:23][cH:24][cH:25][cH:26][cH:27]3)[CH3:31])[cH:20]2)[CH2:13][CH2:14]1. The reactants are O=C(c1ccccc1)N1CCN(c2ccc([N+](=O)[O-])c(Nc3ccccc3)c2)CC1, CI, [Na+], CN(C)C=O, [OH-], O.